Dataset: the Open Reaction Database (ORD), a public repository of structured organic reaction records. Task: describe an organic reaction: reactants, conditions, products, and yield The reactants are C(Cl)Cl (CH2Cl2), ClC1=C2C(=NO1)C1=CC(=CC=C1CC2)OC (3-chloro-8-methoxy-4,5-dihydronaphth[1,2-c]isoxazole), 4-(p-chlorophenyl)-4-hydroxy-dipiperidine, C(=O)([O-])[O-].[K+].[K+] (K2CO3), CN1C(CCC1)=O (N-methylpyrrolidinone), CCCCCCC (heptane). The solvent is CCOC(=O)C (EtOAc), C(Cl)(Cl)Cl (CHCl3). Conditions: time 1 hour. The product is ClC1=CC=C(C=C1)C1(CCN(CC1)N1OCC2=C1C1=CC(=CC=C1CC2)OC)O (1-(4-(p-Chlorophenyl)-4-hydroxy-piperidinyl)-8-methoxy-4,5-dihydronaphth[1,2-c]isoxazole). RXN SMILES: Cl[C:2]1[O:6][N:5]=[C:4]2[C:7]3[C:12]([CH2:13][CH2:14][C:3]=12)=[CH:11][CH:10]=[C:9]([O:15][CH3:16])[CH:8]=3.[C:17]([O-:20])([O-])=O.[K+].[K+].[CH2:23]([Cl:25])Cl.CC[CH2:28][CH2:29][CH2:30][CH2:31][CH3:32].C[N:34]1[CH2:38][CH2:37][CH2:36][C:35]1=O>C(Cl)(Cl)Cl.CCOC(C)=O>[Cl:25][C:23]1[CH:28]=[CH:29][C:30]([C:17]2([OH:20])[CH2:37][CH2:38][N:34]([N:5]3[C:4]4[C:7]5[C:12]([CH2:13][CH2:14][C:3]=4[CH2:2][O:6]3)=[CH:11][CH:10]=[C:9]([O:15][CH3:16])[CH:8]=5)[CH2:35][CH2:36]2)=[CH:31][CH:32]=1 |f:1.2.3|. Procedure details: A stirred mixture of 3-chloro-8-methoxy-4,5-dihydronaphth[1,2-c]isoxazole (2.0 g, 8.51 mmol), 4-(p-chlorophenyl)-4-hydroxy-dipiperidine (3.6 g, 17.02 mol) and K2CO3 (2.35 g, 17.02 mmol) in 6 ml of N-methylpyrrolidinone under N2 was lowered into an oil bath preheated to 150° C. The mixture was heated while stirring under N2 for 1 hour. At that time, TLC [CH2Cl2 ] showed no remaining starting material. The mixture was removed from the heating bath and allowed to cool to room temperature. Upon dilu... Conditions: temperature -78 celsius, time 6 hour. Product: C1(=CC=CC=C1)N1N=C(C=C1O)C(=O)OC(C)(C)C (1-phenyl-3-(t-butyloxycarbonyl)-5-hydroxypyrazole). Procedure: To condensed isobutylene (1 ml) in a resealable glass tube was added 1-phenyl-3-carboxy-5-hydroxypyrazole (1 g; 4.9 mmol) in 30 ml of dioxane. The reaction mixture was cooled to -78° C. and 0.5 ml of conc. sulfuric acid was then added. The tube was sealed, stirred at room temperature for 6 hours, and cooled. The tube was opened, the mixture was neutralized and then basified (pH=12) with 2N NaOH solution, and extracted with ethyl acetate (3×). The combined organic layer was dried over magnesium s... The solvent is O1CCOCC1 (dioxane). The reactants are CC(C)=C (isobutylene), C1(=CC=CC=C1)N1N=C(C=C1O)C(=O)O (1-phenyl-3-carboxy-5-hydroxypyrazole), [OH-].[Na+] (NaOH), S(O)(O)(=O)=O (sulfuric acid). Reaction SMILES: [CH3:1][C:2](=[CH2:4])[CH3:3].[C:5]1([N:11]2[C:15]([OH:16])=[CH:14][C:13]([C:17]([OH:19])=[O:18])=[N:12]2)[CH:10]=[CH:9][CH:8]=[CH:7][CH:6]=1.S(=O)(=O)(O)O.[OH-].[Na+]>O1CCOCC1>[C:5]1([N:11]2[C:15]([OH:16])=[CH:14][C:13]([C:17]([O:19][C:2]([CH3:3])([CH3:1])[CH3:4])=[O:18])=[N:12]2)[CH:6]=[CH:7][CH:8]=[CH:9][CH:10]=1 |f:3.4|. The reactants are CCCCCCCCO, [K+], CCOC(=O)N1CCC23CCCC4OC42C1Cc1ccc(OC)cc13, [OH-], O. Yields the product COc1ccc2c(c1)C13CCCC4OC41C(C2)NCC3. Reaction SMILES: [CH2:26]([OH:27])[CH2:28][CH2:29][CH2:30][CH2:31][CH2:32][CH2:33][CH3:34].[K+:36].[O:1]1[CH:2]2[CH2:3][CH2:4][CH2:5][C:6]34[c:7]5[cH:8][c:9]([O:24][CH3:25])[cH:10][cH:11][c:12]5[CH2:13][CH:14]([C:15]123)[N:16]([C:19]([O:20][CH2:21][CH3:22])=[O:23])[CH2:17][CH2:18]4.[OH-:35].[OH2:37]>>[O:1]1[CH:2]2[CH2:3][CH2:4][CH2:5][C:6]34[c:7]5[cH:8][c:9]([O:24][CH3:25])[cH:10][cH:11][c:12]5[CH2:13][CH:14]([C:15]123)[NH:16][CH2:17][CH2:18]4. The reactants are CCC1CC(=O)CC23CCN(C)C(Cc4ccc(OC)cc42)C13, N#CBr. Product: CCC1CC(=O)CC23CCN(C#N)C(Cc4ccc(OC)cc42)C13. RXN SMILES: [CH2:1]([CH3:2])[CH:3]1[CH2:4][C:5](=[O:23])[CH2:6][C:7]23[c:8]4[cH:9][c:10]([O:21][CH3:22])[cH:11][cH:12][c:13]4[CH2:14][CH:15]([CH:16]12)[N:17]([CH3:20])[CH2:18][CH2:19]3.[N:24]#[C:25][Br:26]>>[CH2:1]([CH3:2])[CH:3]1[CH2:4][C:5](=[O:23])[CH2:6][C:7]23[c:8]4[cH:9][c:10]([O:21][CH3:22])[cH:11][cH:12][c:13]4[CH2:14][CH:15]([CH:16]12)[N:17]([C:20]#[N:24])[CH2:18][CH2:19]3. Starting materials: C1CCOC1, CN1CCN(C(=O)c2ccc3c(c2)[nH]c2c(C(N)=O)ccc(N4CCCC(N)C4)c23)CC1, O=C(Nc1nccs1)Oc1ccccc1. The product is CN1CCN(C(=O)c2ccc3c(c2)[nH]c2c(C(N)=O)ccc(N4CCCC(NC(=O)Nc5nccs5)C4)c23)CC1. As a reaction SMILES: [CH2:48]1[O:49][CH2:50][CH2:51][CH2:52]1.[NH2:1][CH:2]1[CH2:3][N:4]([c:8]2[cH:9][cH:10][c:11]([C:30](=[O:31])[NH2:32])[c:12]3[nH:13][c:14]4[cH:15][c:16]([C:21](=[O:22])[N:23]5[CH2:24][CH2:25][N:26]([CH3:29])[CH2:27][CH2:28]5)[cH:17][cH:18][c:19]4[c:20]23)[CH2:5][CH2:6][CH2:7]1.[s:33]1[c:34]([NH:38][C:39]([O:40][c:42]2[cH:43][cH:44][cH:45][cH:46][cH:47]2)=[O:41])[n:35][cH:36][cH:37]1>>[NH:1]([CH:2]1[CH2:3][N:4]([c:8]2[cH:9][cH:10][c:11]([C:30](=[O:31])[NH2:32])[c:12]3[nH:13][c:14]4[cH:15][c:16]([C:21](=[O:22])[N:23]5[CH2:24][CH2:25][N:26]([CH3:29])[CH2:27][CH2:28]5)[cH:17][cH:18][c:19]4[c:20]23)[CH2:5][CH2:6][CH2:7]1)[C:39]([NH:38][c:34]1[s:33][cH:37][cH:36][n:35]1)=[O:40].